This data is from the Open Reaction Database (ORD), a public repository of structured organic reaction records. The task is: describe an organic reaction: reactants, conditions, products, and yield Reactants: BrC1=CC(=NC=C1)N[C@H]1[C@@H](CCCC1)N[C@@H]1CN(CCC1)C1=CC=C(C=C1)[N+](=O)[O-] ((1R,2R)—N1-(4-bromopyridin-2-yl)-N2-((S)-1-(4-nitrophenyl)piperidin-3-yl)cyclohexane-1,2-diamine), FC(OC=1C=C(C=CC1)B(O)O)(F)F (3-(trifluoromethoxy)phenylboronic acid). The product is [N+](=O)([O-])C1=CC=C(C=C1)N1C[C@H](CCC1)N[C@H]1[C@@H](CCCC1)NC1=NC=CC(=C1)C1=CC(=CC=C1)OC(F)(F)F ((1R,2R)—N1-((S)-1-(4-Nitrophenyl)piperidin-3-yl)-N2-(4-(3-(trifluoromethoxy)phenyl)pyridin-2-yl)cyclohexane-1,2-diamine). Reaction SMILES: Br[C:2]1[CH:7]=[CH:6][N:5]=[C:4]([NH:8][C@@H:9]2[CH2:14][CH2:13][CH2:12][CH2:11][C@H:10]2[NH:15][C@H:16]2[CH2:21][CH2:20][CH2:19][N:18]([C:22]3[CH:27]=[CH:26][C:25]([N+:28]([O-:30])=[O:29])=[CH:24][CH:23]=3)[CH2:17]2)[CH:3]=1.[F:31][C:32]([F:44])([F:43])[O:33][C:34]1[CH:35]=[C:36](B(O)O)[CH:37]=[CH:38][CH:39]=1>>[N+:28]([C:25]1[CH:26]=[CH:27][C:22]([N:18]2[CH2:19][CH2:20][CH2:21][C@H:16]([NH:15][C@@H:10]3[CH2:11][CH2:12][CH2:13][CH2:14][C@H:9]3[NH:8][C:4]3[CH:3]=[C:2]([C:36]4[CH:37]=[CH:38][CH:39]=[C:34]([O:33][C:32]([F:31])([F:43])[F:44])[CH:35]=4)[CH:7]=[CH:6][N:5]=3)[CH2:17]2)=[CH:23][CH:24]=1)([O-:30])=[O:29]. Procedure details: (1R,2R)—N1-((S)-1-(4-Nitrophenyl)piperidin-3-yl)-N2-(4-(3-(trifluoromethoxy)phenyl)pyridin-2-yl)cyclohexane-1,2-diamine (1.6 mg, 0.003 mmol, 6.8% yield) was synthesized as described in General Procedure I using (1R,2R)—N1-(4-bromopyridin-2-yl)-N2-((S)-1-(4-nitrophenyl)piperidin-3-yl)cyclohexane-1,2-diamine (20 mg, 0.04 mmol) and 3-(trifluoromethoxy)phenylboronic acid (12.2 mg, 0.04 mmol). The desired fraction from RP prep-HPLC method D was concentrated to give the title compound as a pale yellow... The reactants are C1(=CC=CC=C1)C1(C=CC(C1)Cl)C1=CC=CC=C1 (4,4-diphenyl-2-cyclopentenyl chloride), C(C)(C)(C)N (t-butylamine), [I-].[Na+] (sodium iodide), C1COCCOCCOCCOCCOCCO1 (18-crown-6). The solvent is C(Cl)Cl (methylene chloride). Run at time 3 hour. The product is Cl.C(C)(C)(C)NC1C=CC(C1)(C1=CC=CC=C1)C1=CC=CC=C1 (N-t-butyl-4,4-diphenyl-2-cyclopentenylamine hydrochloride). Reaction SMILES: [C:1]1([C:7]2([C:13]3[CH:18]=[CH:17][CH:16]=[CH:15][CH:14]=3)[CH2:11][CH:10]([Cl:12])[CH:9]=[CH:8]2)[CH:6]=[CH:5][CH:4]=[CH:3][CH:2]=1.[C:19]([NH2:23])([CH3:22])([CH3:21])[CH3:20].[I-].[Na+].C1OCCOCCOCCOCCOCCOC1>C(Cl)Cl>[ClH:12].[C:19]([NH:23][CH:10]1[CH2:11][C:7]([C:13]2[CH:18]=[CH:17][CH:16]=[CH:15][CH:14]=2)([C:1]2[CH:6]=[CH:5][CH:4]=[CH:3][CH:2]=2)[CH:8]=[CH:9]1)([CH3:22])([CH3:21])[CH3:20] |f:2.3,6.7|. Procedure details: A mixture of 4,4-diphenyl-2-cyclopentenyl chloride (0.30 g), t-butylamine (1.24 ml), a catalytic amount of sodium iodide and 18-crown-6 in methylene chloride (3 ml) was refluxed for 47 hours and cooled. The solvent was removed off in vacuo, and water was added thereto, and the mixture was extracted with ethyl acetate. The extract was washed with brine, dried over sodium sulfate and evaporated under reduced pressure. To the residue were added ethyl acetate (5 ml) and 3N hydrochloric acid (2 ml) w... The reactants are C1(=CC=CC=C1)CS(=O)(=O)N (alpha-toluenesulfonamide), O1COCOC1 (1,3,5-trioxane), 15H+ resin. Run in ClC(C)Cl (dichloroethane). Run at temperature 80 celsius, time 8 hour. Yields the product C1C2=C(CNS1(=O)=O)C=CC=C2 (3,4-Dihydro-1H-benzo[d][1,2]thiazine 2,2-dioxide), solid. Isolated yield 79.0%. As a reaction SMILES: [C:1]1([CH2:7][S:8]([NH2:11])(=[O:10])=[O:9])[CH:6]=[CH:5][CH:4]=[CH:3][CH:2]=1.O1COCO[CH2:13]1>ClC(Cl)C>[CH2:7]1[S:8](=[O:9])(=[O:10])[NH:11][CH2:13][C:6]2[CH:5]=[CH:4][CH:3]=[CH:2][C:1]1=2. Procedure: The title compound was prepared according to the method described in Bravo, R. D. et al. Synth. Commun. 2002, 32, 3675. A flask was charged with alpha-toluenesulfonamide (1 g, 5.8 mmol) and 1,3,5-trioxane (0.175 g, 1.9 mmol) in anhydrous dichloroethane (23 mL) and amberlyst 15H+ resin (3.7 g). The mixture was stirred at 80° C. overnight, after which the resin was filtered off and washed with methylene chloride. The organic solution was concentrated to afford a white solid (0.848 g, 79%). 1H NMR ... Reactants: N1=CC=C(C=C1)CN1N=C(C2=C(C1=O)C=CC=N2)C2=CC(=CC=C2)[N+](=O)[O-] (6-(4-pyridylmethyl)-8-(3-nitrophenyl)pyrido[2,3-d]pyridazin-5-one), Cl.CO (HCl MeOH). The solvent is CO (methanol). Product: Cl.N1=CC=C(C=C1)CN1N=C(C2=C(C1=O)C=CC=N2)C2=CC(=CC=C2)[N+](=O)[O-] (6-(4-pyridylmethyl)-8-(3-nitrophenyl)pyrido[2,3-d]pyridazin-5-one hydrochloride). RXN SMILES: [N:1]1[CH:6]=[CH:5][C:4]([CH2:7][N:8]2[C:13](=[O:14])[C:12]3[CH:15]=[CH:16][CH:17]=[N:18][C:11]=3[C:10]([C:19]3[CH:24]=[CH:23][CH:22]=[C:21]([N+:25]([O-:27])=[O:26])[CH:20]=3)=[N:9]2)=[CH:3][CH:2]=1.[ClH:28].CO>CO>[ClH:28].[N:1]1[CH:6]=[CH:5][C:4]([CH2:7][N:8]2[C:13](=[O:14])[C:12]3[CH:15]=[CH:16][CH:17]=[N:18][C:11]=3[C:10]([C:19]3[CH:24]=[CH:23][CH:22]=[C:21]([N+:25]([O-:27])=[O:26])[CH:20]=3)=[N:9]2)=[CH:3][CH:2]=1 |f:1.2,4.5|. Procedure: To a suspension of 6-(4-pyridylmethyl)-8-(3-nitrophenyl)pyrido[2,3-d]pyridazin-5-one in methanol is added 5% HCl/MeOH in a dropwise manner with stirring until a clear solution is obtained. The solvent is stripped off. The resulting solid is triturated with ethyl ether. The product is filtered off and dried under vacuum yielding 6-(4-pyridylmethyl)-8-(3-nitrophenyl)pyrido[2,3-d]pyridazin-5-one hydrochloride. The reactants are [Br-], C1CCOC1, C[P+](c1ccccc1)(c1ccccc1)c1ccccc1, CCCCCC(=O)c1ccc2c(c1)OCCC2(C)C, [Li]CCCC. The product is C=C(CCCCC)c1ccc2c(c1)OCCC2(C)C. Reaction SMILES: [Br-:25].[CH2:46]1[O:47][CH2:48][CH2:49][CH2:50]1.[CH3:26][P+:27]([c:28]1[cH:29][cH:30][cH:31][cH:32][cH:33]1)([c:34]1[cH:35][cH:36][cH:37][cH:38][cH:39]1)[c:40]1[cH:41][cH:42][cH:43][cH:44][cH:45]1.[CH3:6][C:7]1([CH3:24])[CH2:8][CH2:9][O:10][c:11]2[cH:12][c:13]([C:17]([CH2:18][CH2:19][CH2:20][CH2:21][CH3:22])=[O:23])[cH:14][cH:15][c:16]21.[Li:1][CH2:2][CH2:3][CH2:4][CH3:5]>>[CH2:2]=[C:17]([c:13]1[cH:12][c:11]2[c:16]([cH:15][cH:14]1)[C:7]([CH3:6])([CH3:24])[CH2:8][CH2:9][O:10]2)[CH2:18][CH2:19][CH2:20][CH2:21][CH3:22]. The reactants are CC1=CC=C(C=C1)C1=C(C=NO1)C(=O)Cl (5-(4-methylphenyl)isoxazole-4-carbonyl chloride), COC1=C(C=CC=C1)C1CCNCC1 (4-(2-methoxyphenyl)piperidine). Run in ClCCl (dichloromethane). Conditions: time 1 hour. Product: COC1=C(C=CC=C1)C1CCN(CC1)C(=O)C=1C=NOC1C1=CC=C(C=C1)C (4-(2-Methoxyphenyl)-1-{[5-(4-methylphenyl)isoxazol-4-yl]carbonyl}piperidine). Reaction SMILES: [CH3:1][C:2]1[CH:7]=[CH:6][C:5]([C:8]2[O:12][N:11]=[CH:10][C:9]=2[C:13](Cl)=[O:14])=[CH:4][CH:3]=1.[CH3:16][O:17][C:18]1[CH:23]=[CH:22][CH:21]=[CH:20][C:19]=1[CH:24]1[CH2:29][CH2:28][NH:27][CH2:26][CH2:25]1>ClCCl>[CH3:16][O:17][C:18]1[CH:23]=[CH:22][CH:21]=[CH:20][C:19]=1[CH:24]1[CH2:29][CH2:28][N:27]([C:13]([C:9]2[CH:10]=[N:11][O:12][C:8]=2[C:5]2[CH:6]=[CH:7][C:2]([CH3:1])=[CH:3][CH:4]=2)=[O:14])[CH2:26][CH2:25]1. Procedure details: To 5-(4-methylphenyl)isoxazole-4-carbonyl chloride (10 mg, 0.045 mmol) in dichloromethane (1 mL) was added 4-(2-methoxyphenyl)piperidine (9.5 mg, 0.050 mmol, 1.1 eq.), and the reaction mixture was stirred for 1 h. The solvent was removed, and the residue was purified by preparative reverse-phase HPLC to give the title compound. HRMS (ESI, pos. ion) m/z calcd for C23H24N2O3: 376.1787, found 376.1790. The reactants are C(C1=CC=CC=C1)NC([C@H](CCCNC(OCC1=CC=CC=C1)=O)NC(=O)C1=CC2=CC=C(C=C2C=C1)N(C)C)=O ((S)-benzyl 5-(benzylamino)-4-(6-(dimethylamino)-2-naphthamido)-5-oxopentylcarbamate). The reagents and catalysts are [Pd] (Pd/C). Solvent: CO (methanol). Conditions: time 8 hour. Product: NCCC[C@@H](C(=O)NCC1=CC=CC=C1)NC(=O)C1=CC2=CC=C(C=C2C=C1)N(C)C ((S)—N-(5-amino-1-(benzylamino)-1-oxopentan-2-yl)-6-(dimethylamino)-2-naphthamide). As a reaction SMILES: [CH2:1]([NH:8][C:9](=[O:41])[C@@H:10]([NH:25][C:26]([C:28]1[CH:37]=[CH:36][C:35]2[C:30](=[CH:31][CH:32]=[C:33]([N:38]([CH3:40])[CH3:39])[CH:34]=2)[CH:29]=1)=[O:27])[CH2:11][CH2:12][CH2:13][NH:14]C(=O)OCC1C=CC=CC=1)[C:2]1[CH:7]=[CH:6][CH:5]=[CH:4][CH:3]=1>CO.[Pd]>[NH2:14][CH2:13][CH2:12][CH2:11][C@H:10]([NH:25][C:26]([C:28]1[CH:37]=[CH:36][C:35]2[C:30](=[CH:31][CH:32]=[C:33]([N:38]([CH3:40])[CH3:39])[CH:34]=2)[CH:29]=1)=[O:27])[C:9]([NH:8][CH2:1][C:2]1[CH:3]=[CH:4][CH:5]=[CH:6][CH:7]=1)=[O:41]. Procedure details: To the solution of (S)-benzyl 5-(benzylamino)-4-(6-(dimethylamino)-2-naphthamido)-5-oxopentylcarbamate (80 mg, 0.145 mmol) in methanol (10 ml) of was added Pd/C (10%) 10 mg. The reaction mixture was stirred under H2 balloon for 8 hr at rt. After filtration the filtrate was evaporated in vacuo and the residue was triturated with ether repeatedly to provide (S)—N-(5-amino-1-(benzylamino)-1-oxopentan-2-yl)-6-(dimethylamino)-2-naphthamide as colorless powder. Starting materials: sulphuric acid, acetic anhydride, C(C(C)(C)C)(=O)C#N (pivaloyl cyanide), NNC(=S)NN (thiocarbohydrazide), O (water). The product is NN1C(=NN=C(C1=O)C(C)(C)C)S (4-amino-6-tert.-butyl-3-mercapto-1,2,4-triazin-5(4H)-one). Isolated yield 90.1%. As a reaction SMILES: [C:1]([C:7]#N)(=O)[C:2]([CH3:5])([CH3:4])[CH3:3].[NH2:9][NH:10][C:11]([NH:13][NH2:14])=[S:12].[OH2:15]>>[NH2:9][N:10]1[C:7](=[O:15])[C:1]([C:2]([CH3:5])([CH3:4])[CH3:3])=[N:14][N:13]=[C:11]1[SH:12]. Procedure: The procedure followed was as described in Example 1 A, but the reaction mixture of concentrated sulphuric acid, acetic anhydride and pivaloyl cyanide was introduced into an aqueous suspension of 26.6 g (0.25 mol) of thiocarbohydrazide and 300 ml of water. 45.1 g (90.1% of theory) of 4-amino-6-tert.-butyl-3-mercapto-1,2,4-triazin-5(4H)-one (V) of melting point 212°-214° C. were obtained; content, according to the gas chromatogram, >99%. Reactants: BrC1=CC(=C(C(=O)NCC2=NC=CC=C2)C=C1)C (4-bromo-2-methyl-N-(2-pyridylmethyl)benzoic acid amide), C(=O)[O-].[Na+] (sodium formate), dichlorobis(triphenylphosphine) palladium (II), [C]=O (carbon monoxide). The solvent is CN(C=O)C (N,N-dimethylformamide), O (water). Product: C(=O)C1=CC(=C(C(=O)NCC2=NC=CC=C2)C=C1)C (4-formyl-2-methyl-N-(2-pyridylmethyl)benzoic acid amide). Isolated yield 30.0%. Reaction SMILES: Br[C:2]1[CH:17]=[CH:16][C:5]([C:6]([NH:8][CH2:9][C:10]2[CH:15]=[CH:14][CH:13]=[CH:12][N:11]=2)=[O:7])=[C:4]([CH3:18])[CH:3]=1.[CH:19]([O-])=[O:20].[Na+].[C]=O>CN(C)C=O.O>[CH:19]([C:2]1[CH:17]=[CH:16][C:5]([C:6]([NH:8][CH2:9][C:10]2[CH:15]=[CH:14][CH:13]=[CH:12][N:11]=2)=[O:7])=[C:4]([CH3:18])[CH:3]=1)=[O:20] |f:1.2,^3:22|. Procedure details: In a solution of 2.0 g of 4-bromo-2-methyl-N-(2-pyridylmethyl)benzoic acid amide in 20 ml of N,N-dimethylformamide in an autoclave, 0.67 g of sodium formate and 0.10 g of dichlorobis(triphenylphosphine) palladium (II) were added, and stirred under 1.05 MPa carbon monoxide atmosphere at 110° C. for 3 hours. After the completion of the reaction, the reaction mixture was left and cooled to room temperature, and poured in 100 ml of water, and extracted with ethyl acetate (50 ml×2). The organic phase... Starting materials: C(C)[SiH](CC)CC (triethylsilane), FC(C=1SC(=C(N1)C(CBr)=O)C)(F)F (2-trifluoromethyl-5-methyl-4-bromoacetyl-thiazole), OCCNC(CC1=CC=C(C=C1)OCC(=O)OC)C (N-(2-hydroxyethyl)-2-(4-carbomethoxymethoxyphenyl)-1-methylethylamine), FC(C(=O)O)(F)F (trifluoroacetic acid). Solvent: C(Cl)Cl (methylene chloride). Conditions: time 20 hour. The product is C(=O)(OC)C1=CC=C(C=C1)CC(C)N1CC(OCC1)C=1N=C(SC1C)C(F)(F)F (N-[2-(4-Carbomethoxyphenyl)-1-methylethyl]-2-(2-trifluoromethyl-5-methyl-thiazol-4-yl)morpholine). RXN SMILES: [F:1][C:2]([F:14])([F:13])[C:3]1[S:4][C:5]([CH3:12])=[C:6]([C:8](=[O:11])[CH2:9]Br)[N:7]=1.O[CH2:16][CH2:17][NH:18][CH:19]([CH3:33])[CH2:20][C:21]1[CH:26]=[CH:25][C:24](OCC(OC)=O)=[CH:23][CH:22]=1.FC(F)(F)[C:36]([OH:38])=[O:37].[CH2:41]([SiH](CC)CC)C>C(Cl)Cl>[C:36]([C:24]1[CH:23]=[CH:22][C:21]([CH2:20][CH:19]([N:18]2[CH2:17][CH2:16][O:11][CH:8]([C:6]3[N:7]=[C:3]([C:2]([F:14])([F:13])[F:1])[S:4][C:5]=3[CH3:12])[CH2:9]2)[CH3:33])=[CH:26][CH:25]=1)([O:38][CH3:41])=[O:37]. Procedure: Prepared by analogy to Example 32 by reaction of 4.2 g (0.0146 mol) of 2-trifluoromethyl-5-methyl-4-bromoacetyl-thiazole with 8 g (0.03 mol) of N-(2-hydroxyethyl)-2-(4-carbomethoxymethoxyphenyl)-1-methylethylamine in methylene chloride by stirring at room temperature for 20 hours and heating under reflux for 2 hours. The reduction is carried out in 28 ml of trifluoroacetic acid using 2.4 g (0.02 mol) of triethylsilane. The crude product is purified on a silica gel column using toluene/ethyl acet...